From a dataset of the Open Reaction Database (ORD), a public repository of structured organic reaction records. describe an organic reaction: reactants, conditions, products, and yield Starting materials: CCN(C(C)C)C(C)C, NCCc1ccc(Cl)cc1Cl, CC(Cl)C(=O)Cl, ClCCl. The product is CC(Cl)C(=O)NCCc1ccc(Cl)cc1Cl. RXN SMILES: [CH:12]([N:13]([CH:14]([CH3:15])[CH3:16])[CH2:17][CH3:18])([CH3:19])[CH3:20].[Cl:1][c:2]1[c:3]([CH2:4][CH2:5][NH2:6])[cH:7][cH:8][c:9]([Cl:11])[cH:10]1.[Cl:21][CH:22]([C:23](=[O:24])[Cl:25])[CH3:26].[Cl:27][CH2:28][Cl:29]>>[Cl:1][c:2]1[c:3]([CH2:4][CH2:5][NH:6][C:23]([CH:22]([Cl:21])[CH3:26])=[O:24])[cH:7][cH:8][c:9]([Cl:11])[cH:10]1.